This data is from the Open Reaction Database (ORD), a public repository of structured organic reaction records. The task is: describe an organic reaction: reactants, conditions, products, and yield Reactants: Cl.N1=CC(=CC=C1)CC(=O)O (3-pyridylacetic acid hydrochloride), P(O)(O)O (phosphorous acid), P(Cl)(Cl)Cl (phosphorous trichloride). The solvent is S1(=O)(=O)CCCC1 (sulfolane). Run at temperature 75 celsius, time 2 hour. Yields the product C1=CC(=CN=C1)CC(O)(P(=O)(O)O)P(=O)(O)O (Risedronic Acid). Reaction SMILES: Cl.[N:2]1[CH:7]=[CH:6][CH:5]=[C:4]([CH2:8][C:9]([OH:11])=O)[CH:3]=1.[P:12]([OH:15])([OH:14])[OH:13].P(Cl)(Cl)Cl>S1(CCCC1)(=O)=O>[CH:6]1[CH:7]=[N:2][CH:3]=[C:4]([CH2:8][C:9]([P:12]([OH:15])([OH:14])=[O:13])([P:12]([OH:15])([OH:14])=[O:13])[OH:11])[CH:5]=1 |f:0.1|. Reported procedure: A suspension of 3-pyridylacetic acid hydrochloride (50 g, 0.288 mol) and phosphorous acid (35.4 g, 0.432 mol) in sulfolane (180 ml) is heated to 75° C. for 30 min. The mixture is cooled to 35-40° C. and then gradually introduced phosphorous trichloride (85.6 ml, 0.98 mol) while maintaining the temperature between 35-45° C. The mixture is heated to 63-67° C. for 3 hours whereby a thick white mass results. It is then cooled to 0-5° C. and quenched by slow addition of water (500 ml) at 0-5° C. over... Reactants: N#Cc1cccc(O)c1, CCO, Cl. Yields the product NCc1cccc(O)c1, Cl. As a reaction SMILES: [C:1](#[N:2])[c:3]1[cH:4][c:5]([OH:9])[cH:6][cH:7][cH:8]1.[CH3:11][CH2:12][OH:13].[ClH:10]>>[CH2:1]([NH2:2])[c:3]1[cH:4][c:5]([OH:9])[cH:6][cH:7][cH:8]1.[ClH:10]. The reactants are CCCCP(CCCC)CCCC, CCCCCC, O=C(N=NC(=O)N1CCCCC1)N1CCCCC1, C1CCOC1, OCc1ccccc1, O=C1CCc2cc(O)ccc21. Product: O=C1CCc2cc(OCc3ccccc3)ccc21. As a reaction SMILES: [CH2:20]([P:21]([CH2:22][CH2:23][CH2:24][CH3:25])[CH2:26][CH2:27][CH2:28][CH3:29])[CH2:30][CH2:31][CH3:32].[CH3:56][CH2:57][CH2:58][CH2:59][CH2:60][CH3:61].[N:33]([C:34]([N:35]1[CH2:36][CH2:37][CH2:38][CH2:39][CH2:40]1)=[O:41])=[N:42][C:43]([N:44]1[CH2:45][CH2:46][CH2:47][CH2:48][CH2:49]1)=[O:50].[O:51]1[CH2:52][CH2:53][CH2:54][CH2:55]1.[OH:12][CH2:13][c:14]1[cH:15][cH:16][cH:17][cH:18][cH:19]1.[OH:1][c:2]1[cH:3][c:4]2[c:8]([cH:9][cH:10]1)[C:7](=[O:11])[CH2:6][CH2:5]2>>[O:1]([c:2]1[cH:3][c:4]2[c:8]([cH:9][cH:10]1)[C:7](=[O:11])[CH2:6][CH2:5]2)[CH2:13][c:14]1[cH:15][cH:16][cH:17][cH:18][cH:19]1. Reactants: O=C1CCC(=O)N1Br, O=C(OOC(=O)c1ccccc1)c1ccccc1, ClC(Cl)(Cl)Cl, CCOC(=O)c1cnc(C)s1. Product: CCOC(=O)c1cnc(CBr)s1. RXN SMILES: [Br:12][N:13]1[C:14](=[O:15])[CH2:16][CH2:17][C:18]1=[O:19].[C:20]([O:21][O:22][C:23](=[O:24])[c:25]1[cH:26][cH:27][cH:28][cH:29][cH:30]1)(=[O:31])[c:32]1[cH:33][cH:34][cH:35][cH:36][cH:37]1.[C:38]([Cl:39])([Cl:40])([Cl:41])[Cl:42].[CH3:1][c:2]1[s:3][c:4]([C:7](=[O:8])[O:9][CH2:10][CH3:11])[cH:5][n:6]1>>[CH2:1]([c:2]1[s:3][c:4]([C:7](=[O:8])[O:9][CH2:10][CH3:11])[cH:5][n:6]1)[Br:12]. Reactants: COS(=O)(=O)OC, CC(=O)O, CN(C)C=O, CC(C)(O)C1C(=O)N2C1CCOC2(C)C, [H-], [Na+]. Product: COC(C)(C)C1C(=O)N2C1CCOC2(C)C. As a reaction SMILES: [CH3:18][O:19][S:20]([O:21][CH3:22])(=[O:23])=[O:24].[CH3:25][C:26](=[O:27])[OH:28].[CH3:29][N:30]([CH3:31])[CH:32]=[O:33].[CH3:3][C:4]1([CH3:17])[N:5]2[C:6](=[O:16])[CH:7]([C:12]([CH3:13])([CH3:14])[OH:15])[CH:8]2[CH2:9][CH2:10][O:11]1.[H-:1].[Na+:2]>>[CH3:3][C:4]1([CH3:17])[N:5]2[C:6](=[O:16])[CH:7]([C:12]([CH3:13])([CH3:14])[O:15][CH3:18])[CH:8]2[CH2:9][CH2:10][O:11]1.